This data is from the Open Reaction Database (ORD), a public repository of structured organic reaction records. The task is: describe an organic reaction: reactants, conditions, products, and yield The reactants are C(C)OC1=NCCC2=CC=CC=C12 (1-ethoxy-3,4-dihydroisoquinoline), Cl.NN (hydrazine monohydrochloride). Solvent: C(C)O (ethanol). The product is Cl.N(N)C1=NCCC2=CC=CC=C12 (1-hydrazino-3,4-dihydroisoquinoline hydrochloride). The yield is 79.8%. As a reaction SMILES: C(O[C:4]1[C:13]2[C:8](=[CH:9][CH:10]=[CH:11][CH:12]=2)[CH2:7][CH2:6][N:5]=1)C.[ClH:14].[NH2:15][NH2:16]>C(O)C>[ClH:14].[NH:15]([C:4]1[C:13]2[C:8](=[CH:9][CH:10]=[CH:11][CH:12]=2)[CH2:7][CH2:6][N:5]=1)[NH2:16] |f:1.2,4.5|. Reported procedure: A mixture of 1-ethoxy-3,4-dihydroisoquinoline (1.0 g.), hydrazine monohydrochloride (0.4 g.) and absolute ethanol (15 ml.) was heated under reflux (for 40 min.). The solution was cooled, filtered and concentrated and the residue was recrystallized from ethanol-ether, affording 1-hydrazino-3,4-dihydroisoquinoline hydrochloride (0.9 g., m.p. 205°-207° C.). C. A mixture of 1-hydrazino-3,4-dihydroisoquinoline (8.0 g.), acetaldehyde (20 ml.) and ethanol (20 ml.) was allowed to stand at room temperatu... Reactants: [Li]CCCC, CS(=O)(=O)c1nc(OC2CC2)nc(-c2ccc(Cl)cc2Cl)c1-c1ccc(Cl)cc1, Oc1cccnc1. Product: Clc1ccc(-c2c(Oc3cccnc3)nc(OC3CC3)nc2-c2ccc(Cl)cc2Cl)cc1. As a reaction SMILES: [CH2:30]([Li:31])[CH2:32][CH2:33][CH3:34].[CH:1]1([O:4][c:5]2[n:6][c:7](-[c:22]3[c:23]([Cl:29])[cH:24][c:25]([Cl:28])[cH:26][cH:27]3)[c:8](-[c:15]3[cH:16][cH:17][c:18]([Cl:21])[cH:19][cH:20]3)[c:9]([S:11]([CH3:12])(=[O:13])=[O:14])[n:10]2)[CH2:2][CH2:3]1.[OH:35][c:36]1[cH:37][n:38][cH:39][cH:40][cH:41]1>>[CH:1]1([O:4][c:5]2[n:6][c:7](-[c:22]3[c:23]([Cl:29])[cH:24][c:25]([Cl:28])[cH:26][cH:27]3)[c:8](-[c:15]3[cH:16][cH:17][c:18]([Cl:21])[cH:19][cH:20]3)[c:9]([O:35][c:36]3[cH:37][n:38][cH:39][cH:40][cH:41]3)[n:10]2)[CH2:2][CH2:3]1.